This data is from the Open Reaction Database (ORD), a public repository of structured organic reaction records. The task is: describe an organic reaction: reactants, conditions, products, and yield Run in ClC1=CC=CC=C1 (chlorobenzene). Starting materials: CN1N=C(C(=C1)C=O)C(F)F (1-methyl-3-difluoromethyl-1H-pyrazole-4-carbaldehyde), S(=O)(=O)(Cl)Cl (sulphuryl chloride), 2,2-azoisobutyronitrile. Reported procedure: The solution of 16 g (100 mol) of 1-methyl-3-difluoromethyl-1H-pyrazole-4-carbaldehyde, 13.5 g (100 mmol) of sulphuryl chloride and 0.2 g of 2,2-azoisobutyronitrile in 50 ml of chlorobenzene was stirred at 70-80° C. for 6 h. The reaction solution was concentrated. 18.8 g of the product (95% yield) was obtained as an oil with a purity (GC) of 98%. Product: CN1N=C(C(=C1)C(=O)Cl)C(F)F (1-Methyl-3-difluoromethyl-1H-pyrazole-4-carbonyl chloride). Isolated yield 96.6%. As a reaction SMILES: [CH3:1][N:2]1[CH:6]=[C:5]([CH:7]=[O:8])[C:4]([CH:9]([F:11])[F:10])=[N:3]1.S(Cl)([Cl:15])(=O)=O>ClC1C=CC=CC=1>[CH3:1][N:2]1[CH:6]=[C:5]([C:7]([Cl:15])=[O:8])[C:4]([CH:9]([F:10])[F:11])=[N:3]1. The reactants are CC(C)(C)OC(=O)N1CCC(=O)CC1, CC(=O)O[BH-](OC(C)=O)OC(C)=O, O=C([O-])O, CC(=O)O, CC(Cl)Cl, CCOC(=O)CSc1ccccc1N, [Na+], [Na+]. Yields the product O=C1CSc2ccccc2N1. Reaction SMILES: [C:15]([O:16][C:17]([N:18]1[CH2:19][CH2:20][C:21](=[O:22])[CH2:23][CH2:24]1)=[O:25])([CH3:26])([CH3:27])[CH3:28].[C:33]([O:34][BH-:35]([O:36][C:37](=[O:38])[CH3:39])[O:40][C:41](=[O:42])[CH3:43])(=[O:44])[CH3:45].[C:47](=[O:48])([OH:49])[O-:50].[CH3:29][C:30](=[O:31])[OH:32].[Cl:52][CH:53]([Cl:54])[CH3:55].[NH2:1][c:2]1[c:3]([S:8][CH2:9][C:10]([O:12][CH2:11][CH3:13])=[O:14])[cH:4][cH:5][cH:6][cH:7]1.[Na+:46].[Na+:51]>>[NH:1]1[c:2]2[c:3]([cH:4][cH:5][cH:6][cH:7]2)[S:8][CH2:9][C:10]1=[O:12].